From a dataset of the Open Reaction Database (ORD), a public repository of structured organic reaction records. describe an organic reaction: reactants, conditions, products, and yield The reactants are NC1=C(C(=O)O)C=C(C=C1)C(=O)C1=NC(=C2N1C=CC=C2)Br (2-amino-5-(1-bromoimidazo[1,5-a]pyridin-3-ylcarbonyl)benzoic acid), C(C)(=O)OC(C)=O (acetic anhydride). Yields the product C(C)(=O)NC1=C(C(=O)O)C=C(C=C1)C(=O)C1=NC(=C2N1C=CC=C2)Br (2-(Acetylamino)-5-[(1-bromoimidazo[1,5-a]pyridin-3-yl)carbonyl]benzoic acid). As a reaction SMILES: [NH2:1][C:2]1[CH:10]=[CH:9][C:8]([C:11]([C:13]2[N:17]3[CH:18]=[CH:19][CH:20]=[CH:21][C:16]3=[C:15]([Br:22])[N:14]=2)=[O:12])=[CH:7][C:3]=1[C:4]([OH:6])=[O:5].[C:23](OC(=O)C)(=[O:25])[CH3:24]>>[C:23]([NH:1][C:2]1[CH:10]=[CH:9][C:8]([C:11]([C:13]2[N:17]3[CH:18]=[CH:19][CH:20]=[CH:21][C:16]3=[C:15]([Br:22])[N:14]=2)=[O:12])=[CH:7][C:3]=1[C:4]([OH:6])=[O:5])(=[O:25])[CH3:24]. Procedure details: 0.92 g (2.56 mmol) of 2-amino-5-(1-bromoimidazo[1,5-a]pyridin-3-ylcarbonyl)benzoic acid in 30 ml of acetic anhydride are refluxed for 5.5 hours. The reaction medium is concentrated under reduced pressure. The residue is taken up in water and then filtered and dried under reduced pressure overnight at 40° C. 1.1 g of a yellow solid are obtained. Starting materials: ClCCl, COC(=O)C#CC(O)c1ccc2c(c1)CCC2. The product is COC(=O)C#CC(=O)c1ccc2c(c1)CCC2. RXN SMILES: [CH2:18]([Cl:19])[Cl:20].[OH:1][CH:2]([C:3]#[C:4][C:5](=[O:6])[O:7][CH3:8])[c:9]1[cH:10][c:11]2[c:15]([cH:16][cH:17]1)[CH2:14][CH2:13][CH2:12]2>>[O:1]=[C:2]([C:3]#[C:4][C:5](=[O:6])[O:7][CH3:8])[c:9]1[cH:10][c:11]2[c:15]([cH:16][cH:17]1)[CH2:14][CH2:13][CH2:12]2. Starting materials: BrC=1C=CC(=C(C#N)C1)C(=O)N1CCN(CC1)C1=NC=C(C=C1C)CC (5-bromo-2-[4-(5-ethyl-3-methylpyridin-2-yl)piperazine-1-carbonyl]benzonitrile), CN1C(NCC1)=O (1-methylimidazolidin-2-one). The product is C(C)C=1C=C(C(=NC1)N1CCN(CC1)C(=O)C1=C(C#N)C=C(C=C1)N1C(N(CC1)C)=O)C (2-[4-(5-ethyl-3-methylpyridin-2-yl)piperazine-1-carbonyl]-5-(3-methyl-2-oxoimidazolidin-1-yl)benzonitrile). The yield is 85.7%. As a reaction SMILES: Br[C:2]1[CH:3]=[CH:4][C:5]([C:10]([N:12]2[CH2:17][CH2:16][N:15]([C:18]3[C:23]([CH3:24])=[CH:22][C:21]([CH2:25][CH3:26])=[CH:20][N:19]=3)[CH2:14][CH2:13]2)=[O:11])=[C:6]([CH:9]=1)[C:7]#[N:8].[CH3:27][N:28]1[CH2:32][CH2:31][NH:30][C:29]1=[O:33]>>[CH2:25]([C:21]1[CH:22]=[C:23]([CH3:24])[C:18]([N:15]2[CH2:16][CH2:17][N:12]([C:10]([C:5]3[CH:4]=[CH:3][C:2]([N:30]4[CH2:31][CH2:32][N:28]([CH3:27])[C:29]4=[O:33])=[CH:9][C:6]=3[C:7]#[N:8])=[O:11])[CH2:13][CH2:14]2)=[N:19][CH:20]=1)[CH3:26]. Procedure: Using 5-bromo-2-[4-(5-ethyl-3-methylpyridin-2-yl)piperazine-1-carbonyl]benzonitrile (827 mg) described in Preparation Example 246 and 1-methylimidazolidin-2-one (240 mg) and by the reaction and treatment in the same manner as in Example 1, the title compound (742 mg) was obtained. Reactants: IC1=C(C=C(N)C=C1)C (4-iodo-3-methyl aniline), CCN(C(C)C)C(C)C (iPr2NEt), FC(C=1C=C(C(=O)Cl)C=CC1)(F)F (3-(trifluoromethyl)benzoyl chloride). Solvent: C(Cl)Cl (CH2Cl2), C(Cl)Cl (CH2Cl2). Conditions: time 0.5 hour. Product: IC1=C(C=C(C=C1)NC(C1=CC(=CC=C1)C(F)(F)F)=O)C (N-(4-iodo-3-methylphenyl)-3-(trifluoromethyl)benzamide). Reaction SMILES: [I:1][C:2]1[CH:8]=[CH:7][C:5]([NH2:6])=[CH:4][C:3]=1[CH3:9].CCN(C(C)C)C(C)C.[F:19][C:20]([F:31])([F:30])[C:21]1[CH:22]=[C:23]([CH:27]=[CH:28][CH:29]=1)[C:24](Cl)=[O:25]>C(Cl)Cl>[I:1][C:2]1[CH:8]=[CH:7][C:5]([NH:6][C:24](=[O:25])[C:23]2[CH:27]=[CH:28][CH:29]=[C:21]([C:20]([F:19])([F:30])[F:31])[CH:22]=2)=[CH:4][C:3]=1[CH3:9]. Procedure details: To a solution of 4-iodo-3-methyl aniline (200 mg, 0.86 mmol) and iPr2NEt (0.19 mL, 0.95 mmol) in CH2Cl2 (10 mL) was added 3-(trifluoromethyl)benzoyl chloride (0.133 mL, 0.90 mmol). The mixture was allowed to stir at room temperature for 0.5 h at which time it was diluted with CH2Cl2 (20 mL). The organic layer was washed with aq. HCl (10 mL, 1 M), 9% aq. Na2CO3 (10 mL), brine, dried over anhydrous sodium sulfate, filtered and concentrated under reduced pressure. The resulting oil was used without... Reactants: OC1=CC=C(C=C1)S (p-Hydroxybenzenethiol), ice water. The solvent is CS(=O)C (DMSO). Conditions: time 4 hour. The product is OC1=CC=C(C=C1)SSC1=CC=C(C=C1)O (bis(p-hydroxyphenyl)disulfide). Reaction SMILES: [OH:1][C:2]1[CH:7]=[CH:6][C:5]([SH:8])=[CH:4][CH:3]=1>CS(C)=O>[OH:1][C:2]1[CH:7]=[CH:6][C:5]([S:8][S:8][C:5]2[CH:6]=[CH:7][C:2]([OH:1])=[CH:3][CH:4]=2)=[CH:4][CH:3]=1. Reported procedure: p-Hydroxybenzenethiol (25 g) was dissolved in DMSO (155 ml) and the solution was stirred for 4 hours and poured into ice water (1 L). The precipitated crystals were dried under reduced pressure to give bis(p-hydroxyphenyl)disulfide quantitatively. The reactants are CCN(CC)Cc1ccc2c(n1)COC2=O, C1CCOC1, C[Si](C)(C)[N-][Si](C)(C)C, Cl, O=C1Cc2cc(F)ccc2N1, [Li+]. The product is CCN(CC)Cc1ccc2c(n1)COC2=C1C(=O)Nc2ccc(F)cc21. Reaction SMILES: [CH2:22]([CH3:23])[N:24]([CH2:25][CH3:26])[CH2:27][c:28]1[cH:29][cH:30][c:31]2[c:32]([n:33]1)[CH2:34][O:35][C:36]2=[O:37].[CH2:39]1[O:40][CH2:41][CH2:42][CH2:43]1.[CH3:12][Si:13]([N-:14][Si:15]([CH3:16])([CH3:17])[CH3:18])([CH3:19])[CH3:20].[ClH:38].[F:1][c:2]1[cH:3][c:4]2[c:8]([cH:9][cH:10]1)[NH:7][C:6](=[O:11])[CH2:5]2.[Li+:21]>>[F:1][c:2]1[cH:3][c:4]2[c:8]([cH:9][cH:10]1)[NH:7][C:6](=[O:11])[C:5]2=[C:36]1[c:31]2[cH:30][cH:29][c:28]([CH2:27][N:24]([CH2:22][CH3:23])[CH2:25][CH3:26])[n:33][c:32]2[CH2:34][O:35]1. Starting materials: N(=[N+]=[N-])CCCC1(SC(=NN1C(N)=S)C1=C(C=CC(=C1)F)F)C1=CC=CC=C1 (2-(3-azidopropyl)-5-(2,5-difluorophenyl)-2-phenyl-1,3,4-thiadiazole-3(2H)-carbothioamide), BrC1CN(CCC1=O)C(=O)OC(C)(C)C (tert-butyl 3-bromo-4-oxopiperidine-1-carboxylate), S1C=NC2=C1CCC(N2)C(=O)[O-] (6,7-dihydrothiazolo[5,4-e]pyridine-5(4H)-carboxylate), CCN(C(C)C)C(C)C (DIEA), BrC1CN(CCC1=O)C(=O)OC(C)(C)C (tert-butyl 3-bromo-4-oxopiperidine-1-carboxylate). Run in C(C)O (ethanol). Run at time 8 hour. Yields the product FC1=C(C=C(C=C1)F)C1=NN(C(S1)(C1=CC=CC=C1)CCCN)C=1SC=2CN(CCC2N1)C (3-(5-(2,5-difluorophenyl)-3-(5-methyl-4,5,6,7-tetrahydrothiazolo[5,4-c]pyridin-2-yl)-2-phenyl-2,3-dihydro-1,3,4-thiadiazol-2-yl)propan-1-amine). Isolated yield 89.9%. RXN SMILES: S1C2CCC(C([O-])=O)NC=2N=C1.[N:13]([CH2:16][CH2:17][CH2:18][C:19]1([C:35]2[CH:40]=[CH:39][CH:38]=[CH:37][CH:36]=2)[N:23]([C:24](=[S:26])[NH2:25])[N:22]=[C:21]([C:27]2[CH:32]=[C:31]([F:33])[CH:30]=[CH:29][C:28]=2[F:34])[S:20]1)=[N+]=[N-].Br[CH:42]1[C:47](=O)[CH2:46][CH2:45][N:44]([C:49](OC(C)(C)C)=O)[CH2:43]1.CCN(C(C)C)C(C)C>C(O)C>[F:34][C:28]1[CH:29]=[CH:30][C:31]([F:33])=[CH:32][C:27]=1[C:21]1[S:20][C:19]([CH2:18][CH2:17][CH2:16][NH2:13])([C:35]2[CH:40]=[CH:39][CH:38]=[CH:37][CH:36]=2)[N:23]([C:24]2[S:26][C:42]3[CH2:43][N:44]([CH3:49])[CH2:45][CH2:46][C:47]=3[N:25]=2)[N:22]=1. Procedure: Preparation of tert-butyl 24243-azidopropyl)-5-(2,5-difluorophenyl)-2-phenyl-1,3,4-thiadiazol-3(2H)-yl)-6,7-dihydrothiazolo[5,4-e]pyridine-5(4H)-carboxylate: To a solution of 2-(3-azidopropyl)-5-(2,5-difluorophenyl)-2-phenyl-1,3,4-thiadiazole-3(2H)-carbothioamide (0.300 g, 0.717 mmol) in 10 mL of ethanol was added tert-butyl 3-bromo-4-oxopiperidine-1-carboxylate (0.239 g, 0.860 mmol) followed by DIEA (0.25 mL, 1.43 mmol). The mixture was allowed to stir overnight at reflux then treated with tert...